This data is from the Open Reaction Database (ORD), a public repository of structured organic reaction records. The task is: describe an organic reaction: reactants, conditions, products, and yield RXN SMILES: [CH3:1][O:2][C:3]1[CH:4]=[C:5]([N:12]2[CH2:17][CH2:16][C:15](=O)[CH2:14][CH2:13]2)[CH:6]=[CH:7][C:8]=1[N+:9]([O-:11])=[O:10].[CH3:19][C@@H:20]1[O:25][C@H:24]([CH3:26])[CH2:23][NH:22][CH2:21]1>>[CH3:1][O:2][C:3]1[CH:4]=[C:5]([N:12]2[CH2:17][CH2:16][CH:15]([N:22]3[CH2:21][C@@H:20]([CH3:19])[O:25][C@@H:24]([CH3:26])[CH2:23]3)[CH2:14][CH2:13]2)[CH:6]=[CH:7][C:8]=1[N+:9]([O-:11])=[O:10]. Product: COC=1C=C(C=CC1[N+](=O)[O-])N1CCC(CC1)N1C[C@@H](O[C@@H](C1)C)C ((2S,6R)-4-(1-(3-Methoxy-4-nitrophenyl)piperidin-4-yl)-2,6-dimethylmorpholine). Reactants: COC=1C=C(C=CC1[N+](=O)[O-])N1CCC(CC1)=O (1-(3-Methoxy-4-nitrophenyl)piperidin-4-one), COC=1C=C(C=CC1[N+](=O)[O-])N1CCC(CC1)=O (1-(3-Methoxy-4-nitrophenyl)piperidin-4-one), C[C@H]1CNC[C@H](O1)C ((2S,6R)-2,6-dimethylmorpholine). Procedure details: Starting materials: 1-(3-methoxy-4-nitrophenyl)piperidin-4-one (INTERMEDIATE 18) and (2S,6R)-2,6-dimethylmorpholine. m/z 350. Reactants: C#Cc1ccc(Cc2cc(C3(O)OC(CO)C(O)C(O)C3O)ccc2Cl)cc1, Cn1cc(I)cn1. Yields the product Cn1cc(C#Cc2ccc(Cc3cc(C4(O)OC(CO)C(O)C(O)C4O)ccc3Cl)cc2)cn1. Reaction SMILES: [Cl:1][c:2]1[c:3]([CH2:20][c:21]2[cH:22][cH:23][c:24]([C:27]#[CH:28])[cH:25][cH:26]2)[cH:4][c:5]([C:8]2([OH:9])[CH:10]([OH:11])[CH:12]([OH:13])[CH:14]([OH:15])[CH:16]([CH2:18][OH:19])[O:17]2)[cH:6][cH:7]1.[I:29][c:30]1[cH:31][n:32][n:33]([CH3:35])[cH:34]1>>[Cl:1][c:2]1[c:3]([CH2:20][c:21]2[cH:22][cH:23][c:24]([C:27]#[C:28][c:30]3[cH:31][n:32][n:33]([CH3:35])[cH:34]3)[cH:25][cH:26]2)[cH:4][c:5]([C:8]2([OH:9])[CH:10]([OH:11])[CH:12]([OH:13])[CH:14]([OH:15])[CH:16]([CH2:18][OH:19])[O:17]2)[cH:6][cH:7]1. The reactants are N1CCC(CC1)NC(=O)NC1=CC=C(C=C1)OC(F)(F)F (1-(Piperidin-4-yl)-3-(4-(trifluoromethoxy)phenyl)urea), CS(=O)(=O)Cl (methanesulfonyl chloride). Product: CS(=O)(=O)N1CCC(CC1)NC(=O)NC1=CC=C(C=C1)OC(F)(F)F (1-(1-(Methylsulfonyl)piperidin-4-yl)-3-(4-(trifluoromethoxy)phenyl)urea). As a reaction SMILES: [NH:1]1[CH2:6][CH2:5][CH:4]([NH:7][C:8]([NH:10][C:11]2[CH:16]=[CH:15][C:14]([O:17][C:18]([F:21])([F:20])[F:19])=[CH:13][CH:12]=2)=[O:9])[CH2:3][CH2:2]1.[CH3:22][S:23](Cl)(=[O:25])=[O:24]>>[CH3:22][S:23]([N:1]1[CH2:6][CH2:5][CH:4]([NH:7][C:8]([NH:10][C:11]2[CH:16]=[CH:15][C:14]([O:17][C:18]([F:19])([F:20])[F:21])=[CH:13][CH:12]=2)=[O:9])[CH2:3][CH2:2]1)(=[O:25])=[O:24]. Reported procedure: Intermediate 42 (152 mg, 0.5 mmol) was reacted with methanesulfonyl chloride by Method E. Recrystallization from EtOAc:acetone afforded compound 55 (160 mg, 84%) as a white solid: Mp 233-234° C. 1H NMR (500 MHz, DMSO-d6) δ 8.57 (s, 1H), 7.47 (d, J=9.0 Hz, 2H), 7.22 (d, J=8.6 Hz, 2H), 6.29 (d, J=7.5 Hz, 1H), 3.64-3.55 (m, 1H), 3.47 (d, J=12.2 Hz, 2H), 2.91-2.84 (m, 5H), 1.94-1.88 (m, 2H), 1.50-1.40 (m, 2H). Purity 98%. HRMS calculated for C14H18F3N3O4S−H+ 380.0892. found (ESI(−), [M−H]) 380.0931. Reactants: N1=C(C=CC=C1)C=O (2-pyridinecarboxaldehyde), C(C)(C)(CC(C)(C)C)N (tert-octylamine), O (water). Run in C(Cl)Cl (CH2Cl2). Yields the product CC(C)(CC(C)(C)C)/N=C/C1=NC=CC=C1 ((E)-2,4,4-Trimethyl-N-(pyridin-2-ylmethylene)pentan-2-amine). The yield is 94.1%. As a reaction SMILES: [N:1]1[CH:6]=[CH:5][CH:4]=[CH:3][C:2]=1[CH:7]=O.[C:9]([NH2:17])([CH2:12][C:13]([CH3:16])([CH3:15])[CH3:14])([CH3:11])[CH3:10].O>C(Cl)Cl>[CH3:10][C:9](/[N:17]=[CH:7]/[C:2]1[CH:3]=[CH:4][CH:5]=[CH:6][N:1]=1)([CH2:12][C:13]([CH3:16])([CH3:15])[CH3:14])[CH3:11]. Reported procedure: In air, to a solution of 2-pyridinecarboxaldehyde (0.338 g, 0.300 mL, 3.15 mmol, 1.01 equiv) in CH2Cl2 (10 mL) was added tert-octylamine (0.402 g, 0.500 mL, 3.11 mmol, 1.00 equiv). After heating at reflux for 1.5 h with azeotropic removal of water using a Dean-Stark trap, the reaction mixture was concentrated under reduced pressure. The residue was purified by bulb-to-bulb distillation (250 mTorr, 140° C.) to give the title compound as a colorless oil (0.639 g, 94% yield). Starting materials: ClC1=CC=C(C(=O)C=2C=C3C(=CC(NC3=CC2)=O)C2=CC(=CC=C2)Cl)C=C1 (6-(4-Chloro-benzoyl)-4-(3-chloro-phenyl)-1H-quinolin-2-one), C([O-])([O-])=O.[Cs+].[Cs+] (cesium carbonate), BrCC1CC1 ((bromomethyl)cyclopropane). Run in CN(C)C=O (DMF), ClCCl (dichloromethane). Run at time 12 hour. The product is ClC1=CC=C(C(=O)C=2C=C3C(=CC(N(C3=CC2)CC2CC2)=O)C2=CC(=CC=C2)Cl)C=C1 (6-(4-Chloro-benzoyl)-4-(3-chloro-phenyl)-1-cyclopropylmethyl-1H-quinolin-2-one). The yield is 67.7%. Reaction SMILES: [Cl:1][C:2]1[CH:27]=[CH:26][C:5]([C:6]([C:8]2[CH:9]=[C:10]3[C:15](=[CH:16][CH:17]=2)[NH:14][C:13](=[O:18])[CH:12]=[C:11]3[C:19]2[CH:24]=[CH:23][CH:22]=[C:21]([Cl:25])[CH:20]=2)=[O:7])=[CH:4][CH:3]=1.C(=O)([O-])[O-].[Cs+].[Cs+].Br[CH2:35][CH:36]1[CH2:38][CH2:37]1>CN(C=O)C.ClCCl>[Cl:1][C:2]1[CH:3]=[CH:4][C:5]([C:6]([C:8]2[CH:9]=[C:10]3[C:15](=[CH:16][CH:17]=2)[N:14]([CH2:35][CH:36]2[CH2:38][CH2:37]2)[C:13](=[O:18])[CH:12]=[C:11]3[C:19]2[CH:24]=[CH:23][CH:22]=[C:21]([Cl:25])[CH:20]=2)=[O:7])=[CH:26][CH:27]=1 |f:1.2.3|. Reported procedure: A solution of 6-(4-Chloro-benzoyl)-4-(3-chloro-phenyl)-1H-quinolin-2-one (3.10 g, 7.87 mmol), prepared according to the methods described in PCT international patent application publication number WO 97/21701 (published Jun. 19, 1997), in DMF (28 mL) was treated with cesium carbonate (2.56 g, 7.87 mmol) and (bromomethyl)cyclopropane (2.13 g, 15.7 mmol). The reaction mixture was stirred at room temperature for 12 hours, diluted with dichloromethane (25 mL), and washed with 1N HCl (2×10 mL) and br... Reactants: ClC1=C(C=O)C=CC=C1 (o-chlorobenzaldehyde), C(CC(=O)C)(=O)OCCN1CCN(CC1)C(C1=CC=CC=C1)C1=CC=CC=C1 (2-(4-benzhydryl-1-piperazinyl)ethyl acetoacetate), N\C(=C/C(=O)OCC)\C (ethyl 3-aminocrotonate). Solvent: C(C)(C)O (isopropyl alcohol). Product: ClC1=C(C=CC=C1)C1C(=C(NC(=C1C(=O)OCC)C)C)C(=O)OCCN1CCN(CC1)C(C1=CC=CC=C1)C1=CC=CC=C1 (2-(4-benzhydryl-1-piperazinyl)ethyl ethyl 4-(2-chlorophenyl)-2,6-dimethyl-1,4-dihydropyridine-3,5-dicarboxylate). The yield is 34.7%. As a reaction SMILES: [Cl:1][C:2]1[CH:9]=[CH:8][CH:7]=[CH:6][C:3]=1[CH:4]=O.[C:10]([O:16][CH2:17][CH2:18][N:19]1[CH2:24][CH2:23][N:22]([CH:25]([C:32]2[CH:37]=[CH:36][CH:35]=[CH:34][CH:33]=2)[C:26]2[CH:31]=[CH:30][CH:29]=[CH:28][CH:27]=2)[CH2:21][CH2:20]1)(=[O:15])[CH2:11][C:12]([CH3:14])=O.[NH2:38]/[C:39](/[CH3:46])=[CH:40]\[C:41]([O:43][CH2:44][CH3:45])=[O:42]>C(O)(C)C>[Cl:1][C:2]1[CH:9]=[CH:8][CH:7]=[CH:6][C:3]=1[CH:4]1[C:40]([C:41]([O:43][CH2:44][CH3:45])=[O:42])=[C:39]([CH3:46])[NH:38][C:12]([CH3:14])=[C:11]1[C:10]([O:16][CH2:17][CH2:18][N:19]1[CH2:20][CH2:21][N:22]([CH:25]([C:32]2[CH:33]=[CH:34][CH:35]=[CH:36][CH:37]=2)[C:26]2[CH:27]=[CH:28][CH:29]=[CH:30][CH:31]=2)[CH2:23][CH2:24]1)=[O:15]. Procedure details: A mixture of o-chlorobenzaldehyde, 2-(4-benzhydryl-1-piperazinyl)ethyl acetoacetate and ethyl 3-aminocrotonate was worked up in isopropyl alcohol in the same manner as Example 1 to give 2-(4-benzhydryl-1-piperazinyl)ethyl ethyl 4-(2-chlorophenyl)-2,6-dimethyl-1,4-dihydropyridine-3,5-dicarboxylate as a light yellow powder, m.p. 76°-78° C. (sintering). Yield 34.7%. IR(Nujol) cm-1 : 3320, 1690, 1680. NMR (CDCl3)δ:1.17(3H,t,J=7, --CH2CH3), 2.20(6H, s, ##STR16## 4.20(1H,s,>N--CH<), 5.40(1H,s,C(4) --H... The product is FC(C=1C=C(C=C(C1)C(F)(F)F)NC(C1=C(C=CC(=C1)C(C)(C)C)O)=O)(F)F (N-[3,5-Bis(trifluoromethyl)phenyl]-5-[(1,1-dimethyl)ethyl]-2-hydroxybenzamide). Reported procedure: Using 5-[(1,1-dimethyl)ethyl]salicylic acid and 3,5-bis(trifluoromethyl)aniline as the raw materials, the same operation as the Example 16 gave the title compound. The reactants are CC(C)(C)C1=CC=C(C(C(=O)O)=C1)O (5-[(1,1-dimethyl)ethyl]salicylic acid), FC(C=1C=C(N)C=C(C1)C(F)(F)F)(F)F (3,5-bis(trifluoromethyl)aniline), raw materials. Reaction SMILES: [CH3:1][C:2]([C:5]1[CH:13]=[C:9]([C:10]([OH:12])=O)[C:8]([OH:14])=[CH:7][CH:6]=1)([CH3:4])[CH3:3].[F:15][C:16]([F:29])([F:28])[C:17]1[CH:18]=[C:19]([CH:21]=[C:22]([C:24]([F:27])([F:26])[F:25])[CH:23]=1)[NH2:20]>>[F:15][C:16]([F:28])([F:29])[C:17]1[CH:18]=[C:19]([NH:20][C:10](=[O:12])[C:9]2[CH:13]=[C:5]([C:2]([CH3:1])([CH3:3])[CH3:4])[CH:6]=[CH:7][C:8]=2[OH:14])[CH:21]=[C:22]([C:24]([F:25])([F:27])[F:26])[CH:23]=1. Yield: 53.8%. Reactants: ClC1=C(C=CC=C1)N1C(=NC2=CC=CC=C2C1=O)C (3-(2-chloro-phenyl)-2-methyl-3,4-dihydro-quinazolin-4-one), COC(N(C)C)OC (dimethylformamide dimethyl acetal), COC(N(C)C)OC (dimethylformamide dimethyl acetal). Solvent: CN(C=O)C (dimethylformamide). Reaction conditions: temperature 140 celsius, time 24 hour. Product: ClC1=C(C=CC=C1)N1C(=NC2=CC=CC=C2C1=O)C=CN(C)C (3-(2-chloro-phenyl)-2-(2-dimethylamino-vinyl)-3,4-dihydro-quinazolin-4-one). Isolated yield 62.4%. As a reaction SMILES: [Cl:1][C:2]1[CH:7]=[CH:6][CH:5]=[CH:4][C:3]=1[N:8]1[C:17](=[O:18])[C:16]2[C:11](=[CH:12][CH:13]=[CH:14][CH:15]=2)[N:10]=[C:9]1[CH3:19].CO[CH:22](OC)[N:23]([CH3:25])[CH3:24]>CN(C)C=O>[Cl:1][C:2]1[CH:7]=[CH:6][CH:5]=[CH:4][C:3]=1[N:8]1[C:17](=[O:18])[C:16]2[C:11](=[CH:12][CH:13]=[CH:14][CH:15]=2)[N:10]=[C:9]1[CH:19]=[CH:22][N:23]([CH3:25])[CH3:24]. Reported procedure: A mixture of 3-(2-chloro-phenyl)-2-methyl-3,4-dihydro-quinazolin-4-one (1.0 g, 3.69 mmol) and dimethylformamide dimethyl acetal (0.64 mL, 4.8 mmol) in dimethylformamide (4 mL) was heated to 140° C. for 24 hours. Additional dimethylformamide dimethyl acetal (0.32 mL, 2.4 mmol) was added and heating was continued for an additional 24 hours. The reaction was cooled to ambient temperature and concentrated at reduced pressure (60° C. bath temperature). The dark residue was triturated with methanol an... The reactants are BrCCP(OCC)(OCC)=O (Diethyl 2-bromoethylphosphonate), N1=CC=C(C=C1)C1=CC=NC=C1 (4,4' bipyridine), Cl (hydrochloric acid). The solvent is O (water). Yields the product [Cl-].[Cl-].P(=O)(O)(O)CC[N+]1=CC=C(C=C1)C1=CC=[N+](C=C1)CCP(=O)(O)O (1,1'-bisphosphonoethyl-4,4'-bipyridinium dichloride). As a reaction SMILES: Br[CH2:2][CH2:3][P:4](=[O:11])([O:8]CC)[O:5]CC.[N:12]1[CH:17]=[CH:16][C:15]([C:18]2[CH:23]=[CH:22][N:21]=[CH:20][CH:19]=2)=[CH:14][CH:13]=1.[ClH:24]>O>[Cl-:24].[Cl-:24].[P:4]([CH2:3][CH2:2][N+:12]1[CH:17]=[CH:16][C:15]([C:18]2[CH:23]=[CH:22][N+:21]([CH2:2][CH2:3][P:4]([OH:5])([OH:8])=[O:11])=[CH:20][CH:19]=2)=[CH:14][CH:13]=1)([OH:11])([OH:8])=[O:5] |f:4.5.6|. Procedure: Diethyl 2-bromoethylphosphonate (25 g) and 4,4' bipyridine (7.35 g) in 125 mLs of water are refluxed for three days. An equal volume of concentrated hydrochloric acid is added and reflux continued for several hours. The solution is concentrated to 120 mLs by atmospheric distillation and 550 mL of isopropanol are added dropwise with stirring while chilling the mixture in an ice bath. The solid which forms is collected by vacuum filtration and washed with cold isopropanol to yield 1,1'-bisphosphon...